From a dataset of the Open Reaction Database (ORD), a public repository of structured organic reaction records. describe an organic reaction: reactants, conditions, products, and yield Starting materials: COC1=C(C=CC(=N1)C(=O)O)C1=C2C=NNC2=CC(=C1)C(F)(F)F (6-methoxy-5-(6-(trifluoromethyl)-1H-indazol-4-yl)picolinic acid), [Cl-].[NH4+] (ammonium chloride), C=1C=CC2=C(C1)N=NN2O (HOBt), C(CCl)Cl (EDC), CN(C)C=O (DMF), C(C)N(C(C)C)C(C)C (N-ethyl-N-isopropylpropan-2-amine). Run at time 1 hour. The product is C(=O)(C(F)(F)F)O (TFA), COC1=C(C=CC(=N1)C(=O)N)C1=C2C=NNC2=CC(=C1)C(F)(F)F (6-methoxy-5-(6-(trifluoromethyl)-1H-indazol-4-yl)picolinamide). Yield: 60.0%. As a reaction SMILES: [CH3:1][O:2][C:3]1[N:8]=[C:7]([C:9](O)=[O:10])[CH:6]=[CH:5][C:4]=1[C:12]1[CH:20]=[C:19]([C:21]([F:24])([F:23])[F:22])[CH:18]=[C:17]2[C:13]=1[CH:14]=[N:15][NH:16]2.[Cl-].[NH4+].C1C=CC2N([OH:36])N=[N:33]C=2C=1.C(Cl)CCl.C(N(C(C)C)C(C)C)C.CN([CH:53]=[O:54])C>>[C:53]([OH:54])([C:21]([F:24])([F:23])[F:22])=[O:36].[CH3:1][O:2][C:3]1[N:8]=[C:7]([C:9]([NH2:33])=[O:10])[CH:6]=[CH:5][C:4]=1[C:12]1[CH:20]=[C:19]([C:21]([F:22])([F:23])[F:24])[CH:18]=[C:17]2[C:13]=1[CH:14]=[N:15][NH:16]2 |f:1.2|. Reported procedure: To 6-methoxy-5-(6-(trifluoromethyl)-1H-indazol-4-yl)picolinic acid (0.020 g, 0.059 mmol) in DMF (3 mL) were added ammonium chloride (0.016 g, 0.297 mmol), HOBt (0.011 g, 0.083 mmol), and EDC (0.017 g, 0.089 mmol), followed by N-ethyl-N-isopropylpropan-2-amine (0.052 mL, 0.297 mmol). The reaction mixture was stirred for 1 hour at room temperature. The crude reaction mixture was purified by preparative HPLC, eluting with a gradient of 30-40% acetonitrile (containing 0.035% TFA) in H2O (containing ...